From a dataset of the Open Reaction Database (ORD), a public repository of structured organic reaction records. describe an organic reaction: reactants, conditions, products, and yield The reactants are C(C1=CC=CC=C1)(=O)C=1C=C(C=O)C=CC1 (3-Benzoylbenzaldehyde), O (water), [C-]#N.[Na+] (sodium cyanide), S(O)(O)(=O)=O (sulphuric acid), O (water). Solvent: O1CCOCC1 (dioxan). Run at time 1 hour. The product is C(#N)C(C1=CC(=CC=C1)C(C1=CC=CC=C1)=O)O ((αRS)-Cyano-3-benzoylbenzyl alcohol). As a reaction SMILES: [C:1]([C:9]1[CH:10]=[C:11]([CH:14]=[CH:15][CH:16]=1)[CH:12]=[O:13])(=[O:8])[C:2]1[CH:7]=[CH:6][CH:5]=[CH:4][CH:3]=1.O.[C-:18]#[N:19].[Na+].S(=O)(=O)(O)O>O1CCOCC1>[C:18]([CH:12]([OH:13])[C:11]1[CH:14]=[CH:15][CH:16]=[C:9]([C:1](=[O:8])[C:2]2[CH:3]=[CH:4][CH:5]=[CH:6][CH:7]=2)[CH:10]=1)#[N:19] |f:2.3|. Procedure details: 3-Benzoylbenzaldehyde (1.0 g) in dioxan (5 ml) was treated with water (2.5 ml) and sodium cyanide (0.5 g). The whole was cooled below 15° C. and 40% sulphuric acid (1.4 ml) added dropwise (care being taken to ensure that this temperature was not exceeded). Stirring was continued for 1 hour when water (30 ml) was added and the product extracted with methylene chloride and washed with water, saturated NaCl, dried over Na2SO4 and evaporated. Starting materials: CI (methyl iodide), [H-].[Na+] (sodium hydride), C1(=C(C(=CC(=C1)C)C)N1C=CC2=C1C(NN=C2NCCC)=O)C (1-mesityl-4-(propylamino)-1,6-dihydro-7H-pyrrolo[2,3-d]pyridazin-7-one), CI (methyl iodide), C([O-])([O-])=O.[K+].[K+] (potassium carbonate). Solvent: CN(C)C=O (DMF), CN(C)C=O (DMF), O (water), O (water). Conditions: temperature 60 celsius, time 4 hour. Yields the product C1(=C(C(=CC(=C1)C)C)N1C=CC2=C1C(N(N=C2N(CCC)C)C)=O)C (1-Mesityl-6-methyl-4-[methyl(propyl)amino]-1,6-dihydro-7H-pyrrolo[2,3-d]pyridazin-7-one). The yield is 20.9%. As a reaction SMILES: [C:1]1([CH3:23])[CH:6]=[C:5]([CH3:7])[CH:4]=[C:3]([CH3:8])[C:2]=1[N:9]1[C:13]2[C:14](=O)[NH:15][N:16]=[C:17]([NH:18][CH2:19][CH2:20][CH3:21])[C:12]=2[CH:11]=[CH:10]1.[CH3:24]I.[C:26](=[O:29])([O-])[O-].[K+].[K+].[H-].[Na+]>O.CN(C=O)C>[C:3]1([CH3:8])[CH:4]=[C:5]([CH3:7])[CH:6]=[C:1]([CH3:23])[C:2]=1[N:9]1[C:13]2[C:26](=[O:29])[N:15]([CH3:14])[N:16]=[C:17]([N:18]([CH3:24])[CH2:19][CH2:20][CH3:21])[C:12]=2[CH:11]=[CH:10]1 |f:2.3.4,5.6|. Reported procedure: A mixture of 1-mesityl-4-(propylamino)-1,6-dihydro-7H-pyrrolo[2,3-d]pyridazin-7-one (29.8 mg, 0.092 mmol), methyl iodide (0.011 ml, 0.18 mmol), potassium carbonate (25.4 mg, 0.18 mmol) and DMF (1 ml) was stirred at 60° C. for 4 hours. The mixture was diluted with water (30 ml) and extracted with ethyl acetate (30 ml). The extract was washed with water, dried over magnesium sulfate and concentrated in vacuo. A mixture of the residue, methyl iodide (0.1 ml), sodium hydride (60% in oil, 8 mg, 0.2 m... Starting materials: NC1(CCCC1)COC(C1=CC=CC=C1)C1=CC=CC=C1 (1-amino-1-diphenylmethoxymethylcyclopentane), COC1=CC=C(CCBr)C=C1 (4-methoxyphenethyl bromide). Yields the product C1(=CC=CC=C1)C(OCC1(CCCC1)NCCC1=CC=C(C=C1)OC)C1=CC=CC=C1 (1-Diphenylmethoxymethyl-1-(4-methoxyphenethylamino)cyclopentane). Reaction SMILES: [NH2:1][C:2]1([CH2:7][O:8][CH:9]([C:16]2[CH:21]=[CH:20][CH:19]=[CH:18][CH:17]=2)[C:10]2[CH:15]=[CH:14][CH:13]=[CH:12][CH:11]=2)[CH2:6][CH2:5][CH2:4][CH2:3]1.[CH3:22][O:23][C:24]1[CH:32]=[CH:31][C:27]([CH2:28][CH2:29]Br)=[CH:26][CH:25]=1>>[C:16]1([CH:9]([C:10]2[CH:11]=[CH:12][CH:13]=[CH:14][CH:15]=2)[O:8][CH2:7][C:2]2([NH:1][CH2:29][CH2:28][C:27]3[CH:31]=[CH:32][C:24]([O:23][CH3:22])=[CH:25][CH:26]=3)[CH2:6][CH2:5][CH2:4][CH2:3]2)[CH:21]=[CH:20][CH:19]=[CH:18][CH:17]=1. Procedure details: The title compound was prepared as described in Example 1 using 1-amino-1-diphenylmethoxymethylcyclopentane (see Preparation 4) and 4-methoxyphenethyl bromide. The title compound was obtained as a pale brown oil which was characterised as a hydrate (0.50 g, 49%). Starting materials: FC(C=1C=C(COCCCCCCC(C)O)C=C(C1)C(F)(F)F)(F)F (8-(3',5'-bistrifluoromethylbenzyloxy)-octan-2-ol), CS(=O)C (DMSO), C(C(=O)Cl)(=O)Cl (oxalyl chloride). The solvent is C(C)N(CC)CC (triethylamine). Product: FC(C=1C=C(COCCCCCCC(C)=O)C=C(C1)C(F)(F)F)(F)F (8-(3',5'-bistrifluoromethylbenzyloxy)-octan-2-one). Reaction SMILES: [F:1][C:2]([F:25])([F:24])[C:3]1[CH:4]=[C:5]([CH:17]=[C:18]([C:20]([F:23])([F:22])[F:21])[CH:19]=1)[CH2:6][O:7][CH2:8][CH2:9][CH2:10][CH2:11][CH2:12][CH2:13][CH:14]([OH:16])[CH3:15].CS(C)=O.C(Cl)(=O)C(Cl)=O>C(N(CC)CC)C>[F:1][C:2]([F:24])([F:25])[C:3]1[CH:4]=[C:5]([CH:17]=[C:18]([C:20]([F:21])([F:23])[F:22])[CH:19]=1)[CH2:6][O:7][CH2:8][CH2:9][CH2:10][CH2:11][CH2:12][CH2:13][C:14](=[O:16])[CH3:15]. Procedure details: The above alcohol (16.17 mmol) was oxidised using methods described in EP-A-164 187 (Swern oxidation, DMSO, oxalyl chloride, triethylamine) to give 8-(3',5'-bistrifluoromethylbenzyloxy)-octan-2-one. The ketone was reacted with triethyl-4-phosphonocrotonate/lithium diisopropylamide to give ethyl 11-(3',5'-bistrifluoromethyl)benzyloxy- 5-methylundeca-2,4-dienoate. The ester was converted into the amide as in Example 5. The reactants are NC1=CC=C(CC2=NC=3N(C(N(C(C3N2)=O)CC2=C(C=CC=C2)F)=O)CCCC)C=C1 (8-(4-amino-benzyl)-3-butyl-1-(2-fluoro-benzyl)-3,7-dihydro-purine-2,6-dione), COC1=C(C(=C(C(=C1)C)S(=O)(=O)Cl)C)C (4-methoxy-2,3,6-trimethyl-benzenesulfonyl chloride). Yields the product C(CCC)N1C(N(C(C=2NC(=NC12)CC1=CC=C(C=C1)NS(=O)(=O)C1=C(C(=C(C=C1C)OC)C)C)=O)CC1=C(C=CC=C1)F)=O (N-{4-[3-Butyl-1-(2-fluoro-benzyl)-2,6-dioxo-2,3,6,7-tetrahydro-1H-purin-8-ylmethyl]-phenyl}-4-methoxy-2,3,6-trimethyl-benzenesulfonamide). As a reaction SMILES: [NH2:1][C:2]1[CH:31]=[CH:30][C:5]([CH2:6][C:7]2[NH:15][C:14]3[C:13](=[O:16])[N:12]([CH2:17][C:18]4[CH:23]=[CH:22][CH:21]=[CH:20][C:19]=4[F:24])[C:11](=[O:25])[N:10]([CH2:26][CH2:27][CH2:28][CH3:29])[C:9]=3[N:8]=2)=[CH:4][CH:3]=1.[CH3:32][O:33][C:34]1[CH:39]=[C:38]([CH3:40])[C:37]([S:41](Cl)(=[O:43])=[O:42])=[C:36]([CH3:45])[C:35]=1[CH3:46]>>[CH2:26]([N:10]1[C:9]2[N:8]=[C:7]([CH2:6][C:5]3[CH:4]=[CH:3][C:2]([NH:1][S:41]([C:37]4[C:38]([CH3:40])=[CH:39][C:34]([O:33][CH3:32])=[C:35]([CH3:46])[C:36]=4[CH3:45])(=[O:43])=[O:42])=[CH:31][CH:30]=3)[NH:15][C:14]=2[C:13](=[O:16])[N:12]([CH2:17][C:18]2[CH:23]=[CH:22][CH:21]=[CH:20][C:19]=2[F:24])[C:11]1=[O:25])[CH2:27][CH2:28][CH3:29]. Reported procedure: Prepared from 8-(4-amino-benzyl)-3-butyl-1-(2-fluoro-benzyl)-3,7-dihydro-purine-2,6-dione and 4-methoxy-2,3,6-trimethyl-benzenesulfonyl chloride. Purity (ELSD, based on MW=633.7)=80%.